Dataset: the Open Reaction Database (ORD), a public repository of structured organic reaction records. Task: describe an organic reaction: reactants, conditions, products, and yield The reactants are ClC(Cl)(Cl)Cl, COc1ccc2cc(C(C)CO)ccc2c1, CC#N, [O-][I+3]([O-])([O-])[O-], [Na+], O, O, Cl[Ru](Cl)Cl. Yields the product COc1ccc2cc(C(C)C(=O)O)ccc2c1. As a reaction SMILES: [C:23]([Cl:24])([Cl:25])([Cl:26])[Cl:27].[CH3:1][O:2][c:3]1[cH:4][c:5]2[cH:6][cH:7][c:8]([CH:13]([CH2:14][OH:15])[CH3:16])[cH:9][c:10]2[cH:11][cH:12]1.[CH3:28][C:29]#[N:30].[I+3:17]([O-:18])([O-:19])([O-:20])[O-:21].[Na+:22].[OH2:31].[OH2:32].[Ru:33]([Cl:34])([Cl:35])[Cl:36]>>[CH3:1][O:2][c:3]1[cH:4][c:5]2[cH:6][cH:7][c:8]([CH:13]([C:14](=[O:15])[OH:18])[CH3:16])[cH:9][c:10]2[cH:11][cH:12]1. Reagents/catalysts: Cl[Pd]([P](C1=CC=CC=C1)(C2=CC=CC=C2)C3=CC=CC=C3)([P](C4=CC=CC=C4)(C5=CC=CC=C5)C6=CC=CC=C6)Cl (Pd(PPh3)2Cl2). Procedure details: To a 50 mL round bottom flask, 2-chloro-8-(6-fluoro-pyridin-3-yl)-4-morpholin-4-yl-quinazoline (70 mg, 0.000203 mol), N,N-dimethyl-4-{3-{4-(4,4,5,5,-tetramethyl-[1,3,2]dioxaborolan-2-yl)-phenyl]-ureido]-benzamide (100 mg, 0.0002436 mol), cesium carbonate (133 mg, 0.000406 mol), DMF (3.5 mL) and water (0.9 mL) were added. The reaction mixture was degassed with nitrogen for 5-10 min. To the same reaction flask, Pd(PPh3)2Cl2 (7 mg, 0.0000101 mol) was added and again degassed with nitrogen for 5-10 ... The reactants are ClC1=NC2=C(C=CC=C2C(=N1)N1CCOCC1)C=1C=NC(=CC1)F (2-chloro-8-(6-fluoro-pyridin-3-yl)-4-morpholin-4-yl-quinazoline), CN(C(C1=CC=C(C=C1)NC(=O)NC1=CC=C(C=C1)B1OC(C(O1)(C)C)(C)C)=O)C (N,N-dimethyl-4-{3-{4-(4,4,5,5,-tetramethyl-[1,3,2]dioxaborolan-2-yl)-phenyl]-ureido]-benzamide), C([O-])([O-])=O.[Cs+].[Cs+] (cesium carbonate), CN(C)C=O (DMF). Solvent: O (water). Conditions: temperature 95 celsius, time 2 hour. RXN SMILES: Cl[C:2]1[N:11]=[C:10]([N:12]2[CH2:17][CH2:16][O:15][CH2:14][CH2:13]2)[C:9]2[C:4](=[C:5]([C:18]3[CH:19]=[N:20][C:21]([F:24])=[CH:22][CH:23]=3)[CH:6]=[CH:7][CH:8]=2)[N:3]=1.[CH3:25][N:26]([CH3:54])[C:27](=[O:53])[C:28]1[CH:33]=[CH:32][C:31]([NH:34][C:35]([NH:37][C:38]2[CH:43]=[CH:42][C:41](B3OC(C)(C)C(C)(C)O3)=[CH:40][CH:39]=2)=[O:36])=[CH:30][CH:29]=1.C(=O)([O-])[O-].[Cs+].[Cs+].CN(C=O)C>Cl[Pd](Cl)([P](C1C=CC=CC=1)(C1C=CC=CC=1)C1C=CC=CC=1)[P](C1C=CC=CC=1)(C1C=CC=CC=1)C1C=CC=CC=1.O>[F:24][C:21]1[N:20]=[CH:19][C:18]([C:5]2[CH:6]=[CH:7][CH:8]=[C:9]3[C:4]=2[N:3]=[C:2]([C:41]2[CH:40]=[CH:39][C:38]([NH:37][C:35](=[O:36])[NH:34][C:31]4[CH:30]=[CH:29][C:28]([C:27]([N:26]([CH3:54])[CH3:25])=[O:53])=[CH:33][CH:32]=4)=[CH:43][CH:42]=2)[N:11]=[C:10]3[N:12]2[CH2:17][CH2:16][O:15][CH2:14][CH2:13]2)=[CH:23][CH:22]=1 |f:2.3.4,^1:68,87|. Product: FC1=CC=C(C=N1)C=1C=CC=C2C(=NC(=NC12)C1=CC=C(C=C1)NC(NC1=CC=C(C(=O)N(C)C)C=C1)=O)N1CCOCC1 (4-(3-[4-{8-(6-Fluoro-pyridin-3-yl)-4-morpholin-4-yl-quinazolin-2-yl]-phenyl}-ureido)-N,N-dimethyl-benzamide). Isolated yield 6.7%. Starting materials: Cl.[Cl-].N1=CC=C(C=C1)[N+]1=CC=CC=C1 (4-pyridylpyridinium chloride hydrochloride), C(=O)N1CCOCC1 (N-formylmorpholine). The product is O1CCN(CC1)C1=CC=NC=C1 (4-morpholinopyridine), ligroin. Yield: 59.0%. As a reaction SMILES: Cl.[Cl-].[N:3]1[CH:8]=[CH:7][C:6]([N+:9]2[CH:14]=[CH:13]C=[CH:11][CH:10]=2)=[CH:5][CH:4]=1.C(N1CCOCC1)=[O:16]>>[O:16]1[CH2:13][CH2:14][N:9]([C:6]2[CH:7]=[CH:8][N:3]=[CH:4][CH:5]=2)[CH2:10][CH2:11]1 |f:0.1.2|. Reported procedure: With complete analogy to Examples 5 and 6, the reaction of 4-pyridylpyridinium chloride hydrochloride with N-formylmorpholine produced, in a 59% yield, 4-morpholinopyridine, m.p. 93-95° C. (from ligroin). The reactants are CCOC(=O)C(OCC)n1cccc(Nc2ccccc2)c1=O, NCc1ccc2c(N)noc2c1. Product: CCOC(C(=O)NCc1ccc2c(N)noc2c1)n1cccc(Nc2ccccc2)c1=O. RXN SMILES: [CH2:1]([O:2][C:4]([CH:5]([n:6]1[c:7](=[O:19])[c:8]([NH:12][c:13]2[cH:14][cH:15][cH:16][cH:17][cH:18]2)[cH:9][cH:10][cH:11]1)[O:20][CH2:21][CH3:22])=[O:23])[CH3:3].[NH2:24][CH2:25][c:26]1[cH:27][c:28]2[c:29]([c:30]([NH2:33])[n:31][o:32]2)[cH:34][cH:35]1>>[C:4]([CH:5]([n:6]1[c:7](=[O:19])[c:8]([NH:12][c:13]2[cH:14][cH:15][cH:16][cH:17][cH:18]2)[cH:9][cH:10][cH:11]1)[O:20][CH2:21][CH3:22])(=[O:23])[NH:24][CH2:25][c:26]1[cH:27][c:28]2[c:29]([c:30]([NH2:33])[n:31][o:32]2)[cH:34][cH:35]1. The reactants are [BH4-].[Na+] (Sodium borohydride), CO (methanol), COC1=C2CC(C(C2=C(C(=C1OC)OC)OC)=O)CCCCOC1=CC=C(C(=O)OC)C=C1 (methyl 4-[4-(4,5,6,7-tetramethoxyindan-1-on-2-yl)butoxy]benzoate), Cl (hydrochloric acid). Solvent: O (Water). Conditions: time 6 hour. Product: OC1C(CC2=C(C(=C(C(=C12)OC)OC)OC)OC)CCCCOC1=CC=C(C(=O)OC)C=C1 (methyl 4-[4-(1-hydroxy-4,5,6,7-tetramethoxyindan-2-yl)butoxy]benzoate). Isolated yield 96.9%. Reaction SMILES: [BH4-].[Na+].CO.[CH3:5][O:6][C:7]1[C:15]([O:16][CH3:17])=[C:14]([O:18][CH3:19])[C:13]([O:20][CH3:21])=[C:12]2[C:8]=1[CH2:9][CH:10]([CH2:23][CH2:24][CH2:25][CH2:26][O:27][C:28]1[CH:37]=[CH:36][C:31]([C:32]([O:34][CH3:35])=[O:33])=[CH:30][CH:29]=1)[C:11]2=[O:22].Cl>O>[OH:22][CH:11]1[C:12]2[C:8](=[C:7]([O:6][CH3:5])[C:15]([O:16][CH3:17])=[C:14]([O:18][CH3:19])[C:13]=2[O:20][CH3:21])[CH2:9][CH:10]1[CH2:23][CH2:24][CH2:25][CH2:26][O:27][C:28]1[CH:37]=[CH:36][C:31]([C:32]([O:34][CH3:35])=[O:33])=[CH:30][CH:29]=1 |f:0.1|. Reported procedure: Sodium borohydride (254 mg, 6.72 mmols) was added to a methanol (15 ml) solution of methyl 4-[4-(4,5,6,7-tetramethoxyindan-1-on-2-yl)butoxy]benzoate (1.54 g, 3.36 mmols), with cooling with ice, and then the mixture allowed to warm to room temperature, and stirring was continued for 6 hours. Water was added to the reaction mixture, which was then neutralized with hydrochloric acid added thereto, and thereafter extracted with ethyl acetate. The organic layer was washed with water and a saturated a... Reactants: CCN(C(C)C)C(C)C, O=C1CCC(=O)N1Cl, ClCCl, O=C(O)C(F)(F)F, [Li], O=S([O-])c1ccc(OCCN2CCCC2)cc1, CN(C(=O)Oc1ccc(CCN)cc1)c1ccccc1, O=[SH][O-]. The product is CN(C(=O)Oc1ccc(CCNS(=O)(=O)c2ccc(OCCN3CCCC3)cc2)cc1)c1ccccc1. As a reaction SMILES: [CH:57]([N:58]([CH2:59][CH3:60])[CH:61]([CH3:62])[CH3:63])([CH3:64])[CH3:65].[Cl:22][N:23]1[C:24](=[O:25])[CH2:26][CH2:27][C:28]1=[O:29].[Cl:66][CH2:67][Cl:68].[F:50][C:51]([F:52])([F:53])[C:54]([OH:55])=[O:56].[Li:18].[N:1]1([CH2:6][CH2:7][O:8][c:9]2[cH:10][cH:11][c:12]([S:15](=[O:16])[O-:17])[cH:13][cH:14]2)[CH2:2][CH2:3][CH2:4][CH2:5]1.[NH2:30][CH2:31][CH2:32][c:33]1[cH:34][cH:35][c:36]([O:39][C:40]([N:41]([c:42]2[cH:43][cH:44][cH:45][cH:46][cH:47]2)[CH3:48])=[O:49])[cH:37][cH:38]1.[SH:19](=[O:20])[O-:21]>>[N:1]1([CH2:6][CH2:7][O:8][c:9]2[cH:10][cH:11][c:12]([S:15](=[O:16])(=[O:17])[NH:30][CH2:31][CH2:32][c:33]3[cH:34][cH:35][c:36]([O:39][C:40]([N:41]([c:42]4[cH:43][cH:44][cH:45][cH:46][cH:47]4)[CH3:48])=[O:49])[cH:37][cH:38]3)[cH:13][cH:14]2)[CH2:2][CH2:3][CH2:4][CH2:5]1.